This data is from the Open Reaction Database (ORD), a public repository of structured organic reaction records. The task is: describe an organic reaction: reactants, conditions, products, and yield Reactants: ClCC(=O)Cl (Chloroacetyl chloride), C(C(C)C)N (isobutylamine), O (Water). Run in CCOCC (ether). Product: C(C(C)C)NC(CCl)=O (N-isobutylchloroacetamide). Yield: 94.4%. Reaction SMILES: [Cl:1][CH2:2][C:3](Cl)=[O:4].[CH2:6]([NH2:10])[CH:7]([CH3:9])[CH3:8].O>CCOCC>[CH2:6]([NH:10][C:3](=[O:4])[CH2:2][Cl:1])[CH:7]([CH3:9])[CH3:8]. Reported procedure: Chloroacetyl chloride (37.58 g) was added dropwise over 1 hour to a solution of isobutylamine (46.8 g) in ether (500 ml) maintaining the temperature below 5° C. Water (100 ml) was then added, and the organic layer was separated and washed with dilute hydrochloric acid, sodium hydroxide, and brine dried (MgSO4). The solvent was removed in vacuo to yield N-isobutylchloroacetamide (47 g). Reactants: C(#N)C1=C(C=CC=C1)N1CCNCC1 (1-(2-cyanophenyl)-piperazine), C=O (formaldehyde). Run in C(=O)O (formic acid). The product is C(#N)C1=C(C=CC=C1)N1CCN(CC1)C (1-(2-cyanophenyl)-4-methylpiperazine). RXN SMILES: [C:1]([C:3]1[CH:8]=[CH:7][CH:6]=[CH:5][C:4]=1[N:9]1[CH2:14][CH2:13][NH:12][CH2:11][CH2:10]1)#[N:2].[CH2:15]=O>C(O)=O>[C:1]([C:3]1[CH:8]=[CH:7][CH:6]=[CH:5][C:4]=1[N:9]1[CH2:14][CH2:13][N:12]([CH3:15])[CH2:11][CH2:10]1)#[N:2]. Procedure details: 7.48 g of 1-(2-cyanophenyl)-piperazine are refluxed for one hour with 30 ml of formaldehyde and 30 ml of formic acid. The solvents are evaporated in vacuo and the residue is taken up in ether and mixed with water. The mixture is made alkaline with 20% sodium hydroxide solution, saturated with potassium carbonate and extracted with ether. The organic phase is dried over sodium sulphate and concentrated by evaporation in vacuo. To purify the residue it is chromatographed on silica gel with ethyl a... The reactants are 103A, CS(=O)(=O)OC1CN(C1)C1=C(C(=O)OC)C=C(C=N1)C(F)(F)F (methyl 2-(3-((methylsulfonyl)oxy)azetidin-1-yl)-5-(trifluoromethyl)nicotinate), ClC1=CC=C(C=C1)O (4-Chlorophenol). The product is ClC1=CC=C(OC2CN(C2)C2=C(C(=O)O)C=C(C=N2)C(F)(F)F)C=C1 (2-(3-(4-chlorophenoxy)azetidin-1-yl)-5-(trifluoromethyl)nicotinic acid). The yield is 130.0%. RXN SMILES: CS([O:5][CH:6]1[CH2:9][N:8]([C:10]2[N:19]=[CH:18][C:17]([C:20]([F:23])([F:22])[F:21])=[CH:16][C:11]=2[C:12]([O:14]C)=[O:13])[CH2:7]1)(=O)=O.[Cl:24][C:25]1[CH:30]=[CH:29][C:28](O)=[CH:27][CH:26]=1>>[Cl:24][C:25]1[CH:30]=[CH:29][C:28]([O:5][CH:6]2[CH2:9][N:8]([C:10]3[N:19]=[CH:18][C:17]([C:20]([F:23])([F:22])[F:21])=[CH:16][C:11]=3[C:12]([OH:14])=[O:13])[CH2:7]2)=[CH:27][CH:26]=1. Procedure details: The title compound (D123) (125 mg) was prepared according to the experimental procedure described in Description 103A vero starting from methyl 2-(3-((methylsulfonyl)oxy)azetidin-1-yl)-5-(trifluoromethyl)nicotinate (D68) (100 mg, 0.258 mmol) and 4-Chlorophenol (0.033 ml, 0.338 mmol). The reactants are C(N)(O)=O (carbamic acid), NCCC12CCC(CC1)C2 (aminoethyl-bicyclo-[2,2,1]-heptane), C(=O)=O (CO2). Run in ClC1=CC=CC=C1 (chlorobenzene). Product: 2-isocyanatomethyl-2-(3-isocyanatopropyl)-5, N(=C=O)CCC12CCC(CC1)C2 (isocyanato ethyl-bicyclo-[2,2,1]-heptane). RXN SMILES: [NH2:1][CH2:2][CH2:3][C:4]12[CH2:10][CH:7]([CH2:8][CH2:9]1)[CH2:6][CH2:5]2.[C:11](=O)=[O:12].C(=O)(O)N>ClC1C=CC=CC=1>[N:1]([CH2:2][CH2:3][C:4]12[CH2:10][CH:7]([CH2:8][CH2:9]1)[CH2:6][CH2:5]2)=[C:11]=[O:12]. Procedure details: Following the procedure of Example 1 (Stage 3), 140 g (0.62 mol) 2-aminoethyl-2-(3-aminopropyl)5- (or 6) -aminoethyl-bicyclo-[2,2,1]-heptane in 1.5 liters of boiling chlorobenzene are initially converted with CO2 into the carbamic acid derivative which is thereafter phosgenated, first in the cold and then at boiling temperature. The 2-isocyanatomethyl-2-(3-isocyanatopropyl)-5- (or 6) -isocyanato ethyl-bicyclo-[2,2,1]-heptane is obtained from the clear reaction solution in the form of a pale yell... Reactants: BrC1=CC(=C(C=C1)C(=O)N1CCN(CC1)C1=NC=C(C=C1C)CC)C ((4-bromo-2-methylphenyl)[4-(5-ethyl-3-methylpyridin-2-yl)piperazin-1-yl]methanone), S1(NCCCC1)(=O)=O ([1,2]thiazinane 1,1-dioxide). Yields the product O=S1(N(CCCC1)C1=CC(=C(C=C1)C(=O)N1CCN(CC1)C1=NC=C(C=C1C)CC)C)=O ([4-(1,1-dioxo-1λ6-[1,2]thiazinan-2-yl)-2-methylphenyl][4-(5-ethyl-3-methylpyridin-2-yl)piperazin-1-yl]methanone). Isolated yield 67.3%. As a reaction SMILES: Br[C:2]1[CH:7]=[CH:6][C:5]([C:8]([N:10]2[CH2:15][CH2:14][N:13]([C:16]3[C:21]([CH3:22])=[CH:20][C:19]([CH2:23][CH3:24])=[CH:18][N:17]=3)[CH2:12][CH2:11]2)=[O:9])=[C:4]([CH3:25])[CH:3]=1.[S:26]1(=[O:33])(=[O:32])[CH2:31][CH2:30][CH2:29][CH2:28][NH:27]1>>[O:32]=[S:26]1(=[O:33])[CH2:31][CH2:30][CH2:29][CH2:28][N:27]1[C:2]1[CH:7]=[CH:6][C:5]([C:8]([N:10]2[CH2:15][CH2:14][N:13]([C:16]3[C:21]([CH3:22])=[CH:20][C:19]([CH2:23][CH3:24])=[CH:18][N:17]=3)[CH2:12][CH2:11]2)=[O:9])=[C:4]([CH3:25])[CH:3]=1. Procedure: Using (4-bromo-2-methylphenyl)[4-(5-ethyl-3-methylpyridin-2-yl)piperazin-1-yl]methanone (402 mg) described in Preparation Example 253 and [1,2]thiazinane 1,1-dioxide (176 mg) and by the reaction and treatment in the same manner as in Example 262, the title compound (307 mg) was obtained. Starting materials: ClC=1C=C(C=C(C1)Cl)CS(=O)(=O)C=1C=C2/C(/C(NC2=CC1)=O)=C/C1=C(C(=C(N1)C)C(=O)O)C (5-[5-(3,5-Dichloro-phenylmethanesulfonyl)-2-oxo-1,2-dihydro-indol-(3Z)-ylidenemethyl]-2,4-dimethyl-1H-pyrrole-3-carboxylic acid), CCN=C=NCCCN(C)C.Cl (EDAC.HCl), TEA, N1(CCCC1)C[C@H]1NCCC1 ((S)-2-pyrrolidin-1-ylmethyl-pyrrolidine), C=1C=CC2=C(C1)N=NN2O (HOBt). The product is ClC=1C=C(C=C(C1)Cl)CS(=O)(=O)C=1C=C2/C(/C(NC2=CC1)=O)=C/C=1NC(=C(C1C)C(=O)N1[C@@H](CCC1)CN1CCCC1)C (5-(3,5-Dichloro-phenylmethanesulfonyl)-3-[1-[3,5-dimethyl-4-((S)-2-pyrrolidin-1-ylmethyl-pyrrolidine-1-carbonyl)-1H-pyrrol-2-yl]-meth-(Z)-ylidene]-1,3-dihydro-indol-2-one). RXN SMILES: [Cl:1][C:2]1[CH:3]=[C:4]([CH2:9][S:10]([C:13]2[CH:14]=[C:15]3[C:19](=[CH:20][CH:21]=2)[NH:18][C:17](=[O:22])/[C:16]/3=[CH:23]\[C:24]2[NH:28][C:27]([CH3:29])=[C:26]([C:30]([OH:32])=O)[C:25]=2[CH3:33])(=[O:12])=[O:11])[CH:5]=[C:6]([Cl:8])[CH:7]=1.[N:34]1([CH2:39][C@@H:40]2[CH2:44][CH2:43][CH2:42][NH:41]2)[CH2:38][CH2:37][CH2:36][CH2:35]1.C1C=CC2N(O)N=NC=2C=1.CCN=C=NCCCN(C)C.Cl>>[Cl:8][C:6]1[CH:5]=[C:4]([CH2:9][S:10]([C:13]2[CH:14]=[C:15]3[C:19](=[CH:20][CH:21]=2)[NH:18][C:17](=[O:22])/[C:16]/3=[CH:23]\[C:24]2[NH:28][C:27]([CH3:29])=[C:26]([C:30]([N:41]3[CH2:42][CH2:43][CH2:44][C@H:40]3[CH2:39][N:34]3[CH2:38][CH2:37][CH2:36][CH2:35]3)=[O:32])[C:25]=2[CH3:33])(=[O:11])=[O:12])[CH:3]=[C:2]([Cl:1])[CH:7]=1 |f:3.4|. Procedure: 5-[5-(3,5-Dichloro-phenylmethanesulfonyl)-2-oxo-1,2-dihydro-indol-(3Z)-ylidenemethyl]-2,4-dimethyl-1H-pyrrole-3-carboxylic acid (120 mg, 0.24 mmol) was coupled with (S)-2-pyrrolidin-1-ylmethyl-pyrrolidine (40 mg, 1.2 eq.) using HOBt (1.2 eq.), EDAC.HCl (1.2 eq.) and TEA (3 eq.) at rt for 2 days to give the titled compound. Starting materials: ClC1CCN(CC1)C (4-chloro-1-methylpiperidine), II (iodine), [Cl-].[NH4+] (ammonium chloride), CC1CC2=C(C(C3=C1SC=C3)=O)C=CC=C2 (9,10-dihydro-10-methyl-4H-benzo[4,5]cyclohepta-[1,2-b]thiophen-4-one). Reagents/catalysts: C(CBr)Br (ethylene bromide). Solvent: O1CCCC1 (tetrahydrofuran), O1CCCC1 (tetrahydrofuran), O1CCCC1 (tetrahydrofuran). Run at time 2 hour. Product: CC1CC2=C(C(C3=C1SC=C3)(O)C3CCN(CC3)C)C=CC=C2 (9,10-dihydro-10-methyl-4-(1-methyl-4-piperidyl)-4H-benzo[4,5]cyclohepta-[1,2-b]thiophen-4-ol). RXN SMILES: II.Cl[CH:4]1[CH2:9][CH2:8][N:7]([CH3:10])[CH2:6][CH2:5]1.[CH3:11][CH:12]1[C:18]2[S:19][CH:20]=[CH:21][C:17]=2[C:16](=[O:22])[C:15]2[CH:23]=[CH:24][CH:25]=[CH:26][C:14]=2[CH2:13]1.[Cl-].[NH4+]>C(Br)CBr.O1CCCC1>[CH3:11][CH:12]1[C:18]2[S:19][CH:20]=[CH:21][C:17]=2[C:16]([CH:4]2[CH2:9][CH2:8][N:7]([CH3:10])[CH2:6][CH2:5]2)([OH:22])[C:15]2[CH:23]=[CH:24][CH:25]=[CH:26][C:14]=2[CH2:13]1 |f:3.4|. Procedure: 4.8 g of iodine-activated magnesium are covered with a layer of 60 cc of anhydrous tetrahydrofuran and cauterized with a few drops of ethylene bromide. A solution of 25.0 g of 4-chloro-1-methylpiperidine in 160 cc of anhydrous tetrahydrofuran is then added dropwise at such a rate that the solvent boils continually, and stirring is subsequently effected at the boil for 2 hours. The reaction mixture is cooled to 10°, and a solution of 20.0 g of 9,10-dihydro-10-methyl-4H-benzo[4,5]cyclohepta-[1,2-b...